Dataset: the Open Reaction Database (ORD), a public repository of structured organic reaction records. Task: describe an organic reaction: reactants, conditions, products, and yield The reactants are FC1=CC=C(CN2C(C3=C(C=[N+](C(=C3CC2)C(=O)OCC)[O-])O)=O)C=C1 (ethyl 6-(4-fluorobenzyl)-4-hydroxy-5-oxo-5,6,7,8-tetrahydro-2,6-naphthyridine-1-carboxylate 2-oxide), C[O-].[Na+] (sodium methoxide). Solvent: C(C)(=O)OC(C)=O (acetic anhydride). Conditions: time 1 hour. Yields the product C(C)OC(=O)C=1NC(C(=C2C(N(CCC12)CC1=CC=C(C=C1)F)=O)[O-])=O.[Na+] (Sodium 1-(ethoxycarbonyl)-6-(4-fluorobenzyl)-3,5-dioxo-2,3,5,6,7,8-hexahydro-2,6-naphthyridin-4-olate). Reaction SMILES: [F:1][C:2]1[CH:26]=[CH:25][C:5]([CH2:6][N:7]2[CH2:16][CH2:15][C:14]3[C:9](=[C:10]([OH:23])[CH:11]=[N+:12]([O-])[C:13]=3[C:17]([O:19][CH2:20][CH3:21])=[O:18])[C:8]2=[O:24])=[CH:4][CH:3]=1.C[O-:28].[Na+:29]>C(OC(=O)C)(=O)C>[CH2:20]([O:19][C:17]([C:13]1[NH:12][C:11](=[O:28])[C:10]([O-:23])=[C:9]2[C:14]=1[CH2:15][CH2:16][N:7]([CH2:6][C:5]1[CH:25]=[CH:26][C:2]([F:1])=[CH:3][CH:4]=1)[C:8]2=[O:24])=[O:18])[CH3:21].[Na+:29] |f:1.2,4.5|. Procedure details: To ethyl 6-(4-fluorobenzyl)-4-hydroxy-5-oxo-5,6,7,8-tetrahydro-2,6-naphthyridine-1-carboxylate 2-oxide (2.3 gm, 6.38 mmol) in neat acetic anhydride (24 mL) was stirred under nitrogen at 100° C. for 1 hour. The reaction was concentrated to an oil under reduced pressure and dry methanol (20 mL) was added followed by a methanolic sodium methoxide solution (30% by wt) (4.54 mL, 25.2 mmol). The reaction was stirred at room temperature for 1 hour. The reaction was then concentrated to an oil under red... The reactants are CC(=O)OC(C)=O, COC(=O)CCCc1cccs1, O=[N+]([O-])O. Product: COC(=O)CCCc1ccc([N+](=O)[O-])s1. As a reaction SMILES: [CH3:17][C:18]([O:19][C:20](=[O:21])[CH3:22])=[O:23].[CH3:5][O:6][C:7]([CH2:8][CH2:9][CH2:10][c:11]1[s:12][cH:13][cH:14][cH:15]1)=[O:16].[OH:1][N+:2]([O-:3])=[O:4]>>[O-:1][N+:2](=[O:4])[c:13]1[s:12][c:11]([CH2:10][CH2:9][CH2:8][C:7]([O:6][CH3:5])=[O:16])[cH:15][cH:14]1.